This data is from the Open Reaction Database (ORD), a public repository of structured organic reaction records. The task is: describe an organic reaction: reactants, conditions, products, and yield Reactants: COC(C1=C(C=CC(=C1)OC)C1=CC=C(C=C1)F)=O (5-methoxy-[2-(4-fluorophenyl)] benzoic acid methyl ester), [OH-].[Na+] (sodium hydroxide). The solvent is C(C)O (ethanol). Product: COC=1C=CC(=C(C(=O)O)C1)C1=CC=C(C=C1)F (5-methoxy-[2-(4-fluorophenyl)] benzoic acid). Yield: 86.0%. As a reaction SMILES: C[O:2][C:3](=[O:19])[C:4]1[CH:9]=[C:8]([O:10][CH3:11])[CH:7]=[CH:6][C:5]=1[C:12]1[CH:17]=[CH:16][C:15]([F:18])=[CH:14][CH:13]=1.[OH-].[Na+]>C(O)C>[CH3:11][O:10][C:8]1[CH:7]=[CH:6][C:5]([C:12]2[CH:17]=[CH:16][C:15]([F:18])=[CH:14][CH:13]=2)=[C:4]([CH:9]=1)[C:3]([OH:19])=[O:2] |f:1.2|. Procedure details: Methyl-2-bromo-5-methoxybenzoate (15.1 g; 0.062 mol), 4-fluorobenzene boronic acid (9.98 g; 0.0713 mol), and tris (dibenzylideneacetone)dipalladium (0) (1.0 g) were dissolved in 100 mL dimethoxyethane (DME) and 100 mL 2N sodium carbonate and stirred at reflux overnight. The reaction mixture was cooled, the DME removed in vacuo, and the resulting oil partitioned between methylene chloride and water. The aqueous layer was extracted further with methylene chloride and the combined organic extracts ... The reactants are ClC=1C(=CC(=C(C(=O)O)C1)F)OCC1(CCCCC1)C(F)(F)F (5-chloro-2-fluoro-4-((1-(trifluoromethyl)cyclohexyl)methoxy)benzoic acid), ClC=1C(=CC(=C(C(=O)O)C1)F)OCC1CCCCC1 (5-chloro-4-(cyclohexylmethoxy)-2-fluorobenzoic acid). Yields the product ClC=1C(=CC(=C(C(=O)OC(C)(C)C)C1)F)OCC1CCCCC1 (tert-butyl 5-chloro-4-(cyclohexylmethoxy)-2-fluorobenzoate), oil. Isolated yield 43.0%. Reaction SMILES: [Cl:1][C:2]1[C:3]([O:12][CH2:13][C:14]2(C(F)(F)F)[CH2:19][CH2:18][CH2:17][CH2:16][CH2:15]2)=[CH:4][C:5]([F:11])=[C:6]([CH:10]=1)[C:7]([OH:9])=[O:8].ClC1C(OCC2CCCCC2)=C[C:28](F)=[C:29]([CH:33]=1)[C:30](O)=O>>[Cl:1][C:2]1[C:3]([O:12][CH2:13][CH:14]2[CH2:15][CH2:16][CH2:17][CH2:18][CH2:19]2)=[CH:4][C:5]([F:11])=[C:6]([CH:10]=1)[C:7]([O:9][C:29]([CH3:33])([CH3:30])[CH3:28])=[O:8]. Reported procedure: Following the procedure as described in Example 158 step 2 and making variations as required to replace 5-chloro-2-fluoro-4-((1-(trifluoromethyl)cyclohexyl)methoxy)benzoic acid with 5-chloro-4-(cyclohexylmethoxy)-2-fluorobenzoic acid, the title compound was obtained as a colorless oil (15.37 g, 43%): MS (ES+) m/z 381.2 (M+39). The reactants are [O-]S(=O)(=O)C(F)(F)F (triflate), O(S(=O)(=O)C(F)(F)F)C1=CC=C(C=C1)C (p-tolyl triflate), [Cl-].[NH4+] (ammonium chloride), C1(=CC=CC=C1)C(=C(C)P(C1CCCCC1)C1CCCCC1)C1=CC=CC=C1 (1,1-Diphenyl-2-(dicyclohexylphosphino)propene), [O-]S(=O)(=O)C(F)(F)F (triflate), NC1=CC=C(C=C1)C (p-toluidine), P(=O)([O-])([O-])[O-].[K+].[K+].[K+] (potassium phosphate), [O-]S(=O)(=O)C(F)(F)F (triflate). Reagents/catalysts: C=1C=CC(=CC1)/C=C/C(=O)/C=C/C2=CC=CC=C2.C=1C=CC(=CC1)/C=C/C(=O)/C=C/C2=CC=CC=C2.C=1C=CC(=CC1)/C=C/C(=O)/C=C/C2=CC=CC=C2.[Pd].[Pd] (tris(dibenzylideneacetone)dipalladium). Solvent: O1CCOCC1 (dioxane). Reaction conditions: temperature 100 celsius, time 12 hour. Product: C1(=C(C=CC=C1)NC1=C(C=CC=C1)C)C (ditolylamine). The yield is 65.0%. As a reaction SMILES: O([C:9]1[CH:14]=[CH:13][C:12]([CH3:15])=[CH:11][CH:10]=1)S(C(F)(F)F)(=O)=O.[O-]S(C(F)(F)F)(=O)=O.N[C:25]1[CH:30]=[CH:29][C:28]([CH3:31])=[CH:27][CH:26]=1.P([O-])([O-])([O-])=O.[K+].[K+].[K+].C1(C(C2C=CC=CC=2)=C(P(C2CCCCC2)C2CCCCC2)C)C=CC=CC=1.[Cl-].[NH4+:69]>C1C=CC(/C=C/C(/C=C/C2C=CC=CC=2)=O)=CC=1.C1C=CC(/C=C/C(/C=C/C2C=CC=CC=2)=O)=CC=1.C1C=CC(/C=C/C(/C=C/C2C=CC=CC=2)=O)=CC=1.[Pd].[Pd].O1CCOCC1>[C:12]1([CH3:15])[CH:13]=[CH:14][CH:9]=[CH:10][C:11]=1[NH:69][C:29]1[CH:30]=[CH:25][CH:26]=[CH:27][C:28]=1[CH3:31] |f:3.4.5.6,8.9,10.11.12.13.14|. Procedure details: Into a reactor were introduced 0.503 g (2.10 mmol) of p-tolyl triflate and 4 mL of dioxane under a nitrogen atmosphere. The triflate was dissolved in the solvent. To this solution were added 0.246 g (2.29 mmol) of p-toluidine, 0.658 g (3.10 mmol) of potassium phosphate, 19.9 mg (2.1 mol % based on the triflate) of tris(dibenzylideneacetone)dipalladium, and 58.7 mg (7.2 mmol % based on the triflate) of the 1,1-diphenyl-2(dicyclohexylphosphino)propene obtained in Example 2. The resultant reaction ... The reactants are [OH-].[Na+] (sodium hydroxide), C1CCOC1 (THF), [H-].[Al+3].[Li+].[H-].[H-].[H-] (lithium aluminum hydride), C1CCOC1 (THF), FC=1C=C(C#N)C=CC1N1CCOCC1 (3-fluoro-4-(morpholin-4-yl)benzonitrile), solution one. Run in O (water), C(C)(=O)OCC (ethyl acetate). Run at time 8 hour. The product is FC=1C=C(CN)C=CC1N1CCOCC1 (3-fluoro-4-(morpholin-4-yl)benzylamine). Yield: 80.1%. RXN SMILES: C1COCC1.[H-].[Al+3].[Li+].[H-].[H-].[H-].[F:12][C:13]1[CH:14]=[C:15]([CH:18]=[CH:19][C:20]=1[N:21]1[CH2:26][CH2:25][O:24][CH2:23][CH2:22]1)[C:16]#[N:17].[OH-].[Na+]>C(OCC)(=O)C.O>[F:12][C:13]1[CH:14]=[C:15]([CH:18]=[CH:19][C:20]=1[N:21]1[CH2:26][CH2:25][O:24][CH2:23][CH2:22]1)[CH2:16][NH2:17] |f:1.2.3.4.5.6,8.9|. Procedure details: To a THF (30 mL) suspension of lithium aluminum hydride (975 mg), a THF (10 mL) solution of 3-fluoro-4-(morpholin-4-yl)benzonitrile (4.41 g) was added dropwise at −78° C. Then, the reaction solution was allowed to be warmed to room temperature and agitated overnight. The reaction solution was cooled to 0° C. after confirming disappearance of the starting materials, water and 5N sodium hydroxide solution, and also ethyl acetate were added to the reaction solution one by one, and the organic layer... Starting materials: IC=1C=C(C=CC1)C1=CC=CC=C1 (m-iodobiphenyl), C([O-])([O-])=O.[K+].[K+] (potassium carbonate), [N+](=O)([O-])C1=CC=CC=C1 (nitrobenzene). The reagents and catalysts are [Cu] (copper). The product is C1(=CC=CC=C1)N(C1=CC=C(C=C1)C1=CC=C(N(C=2C=C(C=CC2)C2=CC=CC=C2)C2=CC=CC=C2)C=C1)C=1C=C(C=CC1)C1=CC=CC=C1 (N,N'-diphenyl-N,N'-di(3-biphenylyl)benzidine). Yield: 78.9%. Reaction SMILES: I[C:2]1[CH:3]=[C:4]([C:8]2[CH:13]=[CH:12][CH:11]=[CH:10][CH:9]=2)[CH:5]=[CH:6][CH:7]=1.C(=O)([O-])[O-].[K+].[K+].[N+:20]([C:23]1[CH:28]=[CH:27][CH:26]=[CH:25][CH:24]=1)([O-])=O>[Cu]>[C:23]1([N:20]([C:10]2[CH:9]=[C:8]([C:4]3[CH:5]=[CH:6][CH:7]=[CH:2][CH:3]=3)[CH:13]=[CH:12][CH:11]=2)[C:7]2[CH:6]=[CH:5][C:4]([C:8]3[CH:13]=[CH:12][C:11]([N:20]([C:23]4[CH:28]=[CH:27][CH:26]=[CH:25][CH:24]=4)[C:10]4[CH:9]=[C:8]([C:4]5[CH:5]=[CH:6][CH:7]=[CH:2][CH:3]=5)[CH:13]=[CH:12][CH:11]=4)=[CH:10][CH:9]=3)=[CH:3][CH:2]=2)[CH:28]=[CH:27][CH:26]=[CH:25][CH:24]=1 |f:1.2.3|. Reported procedure: 300-ml reactor was charged with 10 q (0.0298 mol) of N,N'-diphenylbenzidie, 25 g (0.0893 mol) of m-iodobiphenyl, 12.3 g (0.0891 mol) of potassium carbonate, 2.6 g of copper powder, and 150 ml of nitrobenzene. In an argon stream, the contents were heated under reflux for 24 hours. At the end of reaction, the insoluble was removed by filtration and the solvent was distilled off from the filtrate. The still residue was purified through a silica gel column with a 5/1 mixture of n-hexane and ethyl ac... Reactants: O=C(NC(CCN1CC2CNCC2C1)c1ccccc1)C1CCCC1, Cc1cccc(C)c1C(=O)O, CCN=C=NCCCN(C)C, CCN(C(C)C)C(C)C, ClCCl, On1nnc2ccccc21. Yields the product Cc1cccc(C)c1C(=O)N1CC2CN(CCC(NC(=O)C3CCCC3)c3ccccc3)CC2C1. As a reaction SMILES: [CH2:1]1[N:2]([CH2:9][CH2:10][CH:11]([c:12]2[cH:13][cH:14][cH:15][cH:16][cH:17]2)[NH:18][C:19](=[O:20])[CH:21]2[CH2:22][CH2:23][CH2:24][CH2:25]2)[CH2:3][CH:4]2[CH:5]1[CH2:6][NH:7][CH2:8]2.[CH3:26][c:27]1[c:28]([C:29](=[O:30])[OH:31])[c:32]([CH3:36])[cH:33][cH:34][cH:35]1.[CH3:37][CH2:38][N:39]=[C:40]=[N:41][CH2:42][CH2:43][CH2:44][N:45]([CH3:46])[CH3:47].[CH:58]([N:59]([CH:60]([CH3:61])[CH3:62])[CH2:63][CH3:64])([CH3:65])[CH3:66].[Cl:67][CH2:68][Cl:69].[OH:48][n:49]1[c:50]2[c:51]([cH:52][cH:53][cH:54][cH:55]2)[n:56][n:57]1>>[CH2:1]1[N:2]([CH2:9][CH2:10][CH:11]([c:12]2[cH:13][cH:14][cH:15][cH:16][cH:17]2)[NH:18][C:19](=[O:20])[CH:21]2[CH2:22][CH2:23][CH2:24][CH2:25]2)[CH2:3][CH:4]2[CH:5]1[CH2:6][N:7]([C:29]([c:28]1[c:27]([CH3:26])[cH:35][cH:34][cH:33][c:32]1[CH3:36])=[O:30])[CH2:8]2. Starting materials: C(#N)C1=CN=C2C=CC(N(C2=C1)CCN1CCC(CC1)NC(OC(C)(C)C)=O)=O (tert-butyl (1-(2-(7-cyano-2-oxo-1,5-naphthyridin-1(2H)-yl)ethyl)piperidin-4-yl)carbamate), Cl.C(C)(=O)OCC (hydrogen chloride ethyl acetate), C(O)([O-])=O.[Na+] (sodium hydrogen carbonate). Solvent: C(C)(=O)OCC (ethyl acetate). Run at time 2 hour. Yields the product NC1CCN(CC1)CCN1C(C=CC2=NC=C(C=C12)C#N)=O (1-(2-(4-aminopiperidin-1-yl)ethyl)-7-cyano-1,5-naphthyridin-2(1H)-one). Yield: 60.6%. As a reaction SMILES: [C:1]([C:3]1[CH:12]=[C:11]2[C:6]([CH:7]=[CH:8][C:9](=[O:29])[N:10]2[CH2:13][CH2:14][N:15]2[CH2:20][CH2:19][CH:18]([NH:21]C(=O)OC(C)(C)C)[CH2:17][CH2:16]2)=[N:5][CH:4]=1)#[N:2].Cl.C(OCC)(=O)C.C(=O)([O-])O.[Na+]>C(OCC)(=O)C>[NH2:21][CH:18]1[CH2:17][CH2:16][N:15]([CH2:14][CH2:13][N:10]2[C:11]3[C:6](=[N:5][CH:4]=[C:3]([C:1]#[N:2])[CH:12]=3)[CH:7]=[CH:8][C:9]2=[O:29])[CH2:20][CH2:19]1 |f:1.2,3.4|. Procedure: To a solution of 75 mg of tert-butyl (1-(2-(7-cyano-2-oxo-1,5-naphthyridin-1(2H)-yl)ethyl)piperidin-4-yl)carbamate in 5 mL of ethyl acetate, 7 mL of a 4 mol/L hydrogen chloride/ethyl acetate was added, and the mixture was stirred at room temperature for 2 hours. The reaction mixture was alkalified with a saturated aqueous sodium hydrogen carbonate solution, the solvent was distilled off under reduced pressure, and the resultant residue was then purified by silica gel column chromatography using ... The reactants are C1(CC1)CCCCCCCCC(=O)O (9-cyclopropylnonanoic acid), S(=O)(Cl)Cl (thionyl chloride), CN(C=O)C (dimethylformamide). Solvent: CCOCC (ether). Yields the product C1(CC1)CCCCCCCCC(=O)Cl (9-cyclopropylnonanoyl chloride). RXN SMILES: [CH:1]1([CH2:4][CH2:5][CH2:6][CH2:7][CH2:8][CH2:9][CH2:10][CH2:11][C:12]([OH:14])=O)[CH2:3][CH2:2]1.S(Cl)([Cl:17])=O.CN(C)C=O>CCOCC>[CH:1]1([CH2:4][CH2:5][CH2:6][CH2:7][CH2:8][CH2:9][CH2:10][CH2:11][C:12]([Cl:17])=[O:14])[CH2:3][CH2:2]1. Procedure details: A mixture of 0.85 g. of 9-cyclopropylnonanoic acid, 0.45 ml. of thionyl chloride (density 1.656) and 0.10 ml. of dimethylformamide (density 0.945) in 10 ml. ether is stirred overnight at room temperature. The upper layer of the reaction mixture is then separated and the solvent removed by evaporation to yield 9-cyclopropylnonanoyl chloride to which is added at 0° under nitrogen 1.4 g. of 9-octadecen-1-ol and 40 ml. of ether. To this mixture is added dropwise 0.52 ml. of pyridine (density 0.98). ... Starting materials: O=C([O-])[O-], COCC1CCCN1, CC#N, [K+], [K+], CS(=O)(=O)OCCc1cc2cc(-c3c4c(nc5ccnn35)CCC4)ccc2o1. Product: COCC1CCCN1CCc1cc2cc(-c3c4c(nc5ccnn35)CCC4)ccc2o1. RXN SMILES: [C:37](=[O:38])([O-:39])[O-:40].[CH3:29][O:30][CH2:31][CH:32]1[NH:33][CH2:34][CH2:35][CH2:36]1.[CH3:43][C:44]#[N:45].[K+:41].[K+:42].[n:1]1[cH:2][cH:3][c:4]2[n:5][c:6]3[c:10]([c:11](-[c:13]4[cH:14][cH:15][c:16]5[c:17]([cH:18][c:19]([CH2:21][CH2:22][O:23][S:24]([CH3:25])(=[O:26])=[O:27])[o:20]5)[cH:28]4)[n:12]12)[CH2:9][CH2:8][CH2:7]3>>[n:1]1[cH:2][cH:3][c:4]2[n:5][c:6]3[c:10]([c:11](-[c:13]4[cH:14][cH:15][c:16]5[c:17]([cH:18][c:19]([CH2:21][CH2:22][N:33]6[CH:32]([CH2:31][O:30][CH3:29])[CH2:36][CH2:35][CH2:34]6)[o:20]5)[cH:28]4)[n:12]12)[CH2:9][CH2:8][CH2:7]3. The reactants are ClC1=NC=C(C(=O)O)C=C1C1=CC=C(C=C1)F (6-chloro-5-(4-fluoro-phenyl)-nicotinic acid), OCC1CC1 ((hydroxymethyl)cyclopropane). Product: FC1=CC=C(C=C1)C=1C(=NC=C(C(=O)O)C1)OCC1CC1 (5-(4-Fluoro-phenyl)-6-cyclopropylmethoxy-nicotinic Acid). Reaction SMILES: Cl[C:2]1[C:10]([C:11]2[CH:16]=[CH:15][C:14]([F:17])=[CH:13][CH:12]=2)=[CH:9][C:5]([C:6]([OH:8])=[O:7])=[CH:4][N:3]=1.[OH:18][CH2:19][CH:20]1[CH2:22][CH2:21]1>>[F:17][C:14]1[CH:15]=[CH:16][C:11]([C:10]2[C:2]([O:18][CH2:19][CH:20]3[CH2:22][CH2:21]3)=[N:3][CH:4]=[C:5]([CH:9]=2)[C:6]([OH:8])=[O:7])=[CH:12][CH:13]=1. Procedure details: The title compound was synthesized in analogy to Example 5c, using 6-chloro-5-(4-fluoro-phenyl)-nicotinic acid and (hydroxymethyl)cyclopropane as starting materials, MS (ISP) 286.0 (M−H).